Dataset: the Open Reaction Database (ORD), a public repository of structured organic reaction records. Task: describe an organic reaction: reactants, conditions, products, and yield Starting materials: O=C([O-])O, CCOC(C)=O, O=C(Cl)C1CCCCC1, NCCc1ccc(Cl)cc1, [Na+]. Yields the product O=C(NCCc1ccc(Cl)cc1)C1CCCCC1. RXN SMILES: [C:20](=[O:21])([OH:22])[O-:23].[CH3:25][CH2:26][O:27][C:28]([CH3:29])=[O:30].[CH:11]1([C:17](=[O:18])[Cl:19])[CH2:12][CH2:13][CH2:14][CH2:15][CH2:16]1.[Cl:1][c:2]1[cH:3][cH:4][c:5]([CH2:8][CH2:9][NH2:10])[cH:6][cH:7]1.[Na+:24]>>[Cl:1][c:2]1[cH:3][cH:4][c:5]([CH2:8][CH2:9][NH:10][C:17]([CH:11]2[CH2:12][CH2:13][CH2:14][CH2:15][CH2:16]2)=[O:18])[cH:6][cH:7]1. The reactants are BrC1=NN2C(S1)=NC=C2 (2-bromo-imidazo[2,1-b][1,3,4]thiadiazole), COC=1C=C(C=CC1OC)B(O)O (3,4-dimethoxyphenylboronic acid), O1CCOCC1 (dioxane), C(=O)([O-])[O-].[Na+].[Na+] (Na2CO3). The reagents and catalysts are Cl[Pd]([P](C1=CC=CC=C1)(C2=CC=CC=C2)C3=CC=CC=C3)([P](C4=CC=CC=C4)(C5=CC=CC=C5)C6=CC=CC=C6)Cl (Pd(Ph3P)2Cl2). Run in CCOC(=O)C (EtOAc). Reaction conditions: temperature 110 celsius. Product: COC=1C=C(C=CC1OC)C1=NN2C(S1)=NC=C2 (2-(3,4-Dimethoxy-phenyl)-imidazo[2,1-b][1,3,4]thiadiazole). Yield: 12.2%. RXN SMILES: Br[C:2]1[S:6][C:5]2=[N:7][CH:8]=[CH:9][N:4]2[N:3]=1.[CH3:10][O:11][C:12]1[CH:13]=[C:14](B(O)O)[CH:15]=[CH:16][C:17]=1[O:18][CH3:19].O1CCOCC1.C([O-])([O-])=O.[Na+].[Na+]>CCOC(C)=O.Cl[Pd](Cl)([P](C1C=CC=CC=1)(C1C=CC=CC=1)C1C=CC=CC=1)[P](C1C=CC=CC=1)(C1C=CC=CC=1)C1C=CC=CC=1>[CH3:10][O:11][C:12]1[CH:13]=[C:14]([C:2]2[S:6][C:5]3=[N:7][CH:8]=[CH:9][N:4]3[N:3]=2)[CH:15]=[CH:16][C:17]=1[O:18][CH3:19] |f:3.4.5,^1:43,62|. Procedure: A solution of 2-bromo-imidazo[2,1-b][1,3,4]thiadiazole (0.5 g, 2.5 mmol, 1 eq), 3,4-dimethoxyphenylboronic acid (0.683 g, 3.7 mmol, 1.5 eq), dioxane (12.5 mL) and Na2CO3 (2M aq. solution, 3.8 mL) was degassed for 20 minutes at room temperature. Pd(Ph3P)2Cl2 was added and the reaction heated at 110° C. for 2 h in an argon atmosphere. The reaction mixture was diluted with EtOAc and washed with water. The combined organic layers were dried (Na2SO4), filtered and concentrated, and the residue was pu... Conditions: time 5 hour. RXN SMILES: [CH3:1][CH2:2][CH2:3][CH2:4][CH2:5][CH2:6][CH2:7][CH2:8][CH2:9][CH2:10][CH2:11][CH2:12][CH2:13][N+:14]([CH2:17][C:18]1[CH:19]=[CH:20][CH:21]=[CH:22][CH:23]=1)([CH3:16])[CH3:15].[C:24]([OH:32])(=[O:31])[C:25]1[CH:30]=[CH:29][CH:28]=[CH:27][CH:26]=1.[OH2:33]>CC(C)=O>[CH3:1][CH2:2][CH2:3][CH2:4][CH2:5][CH2:6][CH2:7][CH2:8][CH2:9][CH2:10][CH2:11][CH2:12][CH2:13][N+:14]([CH2:17][C:18]1[CH:19]=[CH:20][CH:21]=[CH:22][CH:23]=1)([CH3:16])[CH3:15].[C:24]([O-:32])(=[O:31])[C:25]1[C:30](=[CH:29][CH:28]=[CH:27][CH:26]=1)[OH:33] |f:4.5|. Run in CC(=O)C (acetone). Procedure: Benzalkonium saccharinate (0.01 mol) and benzoic acid (0.01 mol) were dissolved in 25 mL of hot acetone. The mixture was stirred at room temperature for 5 h. Distilled water was added. The organic phase was separated and washed with distilled water. Organic phase was evaporated and the product, benzalkonium salicylate, was dried under vacuum. 1H and 13C NMR (DMSO) were obtained. Reactants: CCCCCCCCCCCCC[N+](C)(C)CC=1C=CC=CC1 (Benzalkonium), C(C1=CC=CC=C1)(=O)O (benzoic acid), O (water). The product is CCCCCCCCCCCCC[N+](C)(C)CC=1C=CC=CC1.C(C=1C(O)=CC=CC1)(=O)[O-] (Benzalkonium Salicylate). Reaction conditions: time 8 hour. The reagents and catalysts are [O-2].[O-2].[Mn+4] (manganese dioxide). Run in C(C)(=O)OCC (ethyl acetate). Product: FC(OC=1C=C2C(=NNC2=CC1)C=O)(F)F (5-(trifluoromethoxy)-1H-indazole-3-carbaldehyde). Starting materials: FC(OC=1C=C2C(=NNC2=CC1)CO)(F)F ([5-(trifluoromethoxy)-1H-indazol-3-yl]methanol). RXN SMILES: [F:1][C:2]([F:16])([F:15])[O:3][C:4]1[CH:5]=[C:6]2[C:10](=[CH:11][CH:12]=1)[NH:9][N:8]=[C:7]2[CH2:13][OH:14]>C(OCC)(=O)C.[O-2].[O-2].[Mn+4]>[F:16][C:2]([F:1])([F:15])[O:3][C:4]1[CH:5]=[C:6]2[C:10](=[CH:11][CH:12]=1)[NH:9][N:8]=[C:7]2[CH:13]=[O:14] |f:2.3.4|. Isolated yield 65.6%. Procedure details: A solution of [5-(trifluoromethoxy)-1H-indazol-3-yl]methanol (0.109 g, 0.470 mmol) in ethyl acetate (2 mL) was added with manganese dioxide (0.409 g, 4.70 mmol), and the reaction mixture was stirred overnight at room temperature. The reaction mixture was filtered through Celite, then the filtrate was concentrated, and the resulting residue was purified by silica gel column chromatography (chloroform/methanol) to obtain the objective 5-(trifluoromethoxy)-1H-indazole-3-carbaldehyde (0.0710 g, 65%)... Starting materials: C1CCOC1, CCO, COC(=O)c1ccc([N+](=O)[O-])c(OC)c1. Reaction SMILES: [CH2:19]1[O:20][CH2:21][CH2:22][CH2:23]1.[CH3:16][CH2:17][OH:18].[CH3:1][O:2][c:3]1[cH:4][c:5]([C:6](=[O:7])[O:8][CH3:9])[cH:10][cH:11][c:12]1[N+:13]([O-:14])=[O:15]>>[CH3:1][O:2][c:3]1[cH:4][c:5]([C:6](=[O:7])[O:8][CH3:9])[cH:10][cH:11][c:12]1[NH2:13]. The product is COC(=O)c1ccc(N)c(OC)c1. The reactants are N1C=NC=C1 (imidazole), C(C)(=O)N[C@@H](CS)C(=O)O (N-acetyl-L-cysteine), Mg Acetate(H2O)4, O=C[C@H](O)[C@@H](O)[C@H](O)[C@H](O)CO (D-Glucose). Yields the product O=C(O)CN(C)C(N)=N (creatine). As a reaction SMILES: [NH:1]1C=C[N:3]=[CH:2]1.O=C[C@@H]([C@H]([C@@H]([C@@H](CO)O)O)O)O.[C:18]([NH:21][C@H:22]([C:25]([OH:27])=[O:26])CS)(=O)C>>[O:26]=[C:25]([CH2:22][N:21]([C:2](=[NH:1])[NH2:3])[CH3:18])[OH:27]. Procedure details: A creatine kinase buffer solution was prepared to contain 118.9 mmol/L of imidazole (molecular weight 68.1) (Calbiochem, San Diego, Calif.), 11.89 mmol/L of Mg Acetate(H2O)4 (mol. wt. 214.5) (J. T. Baker, Inc.), 23.8 mmol/L of D-Glucose (mol wt 180.2) (Pfanstiehl Labs, Inc.), and 23.77 mmol/L of N-acetyl-L-cysteine (mol wt 163.2) (Boehringer Mannheim Biochemicals, Indianapolis, Ind.).